Dataset: the Open Reaction Database (ORD), a public repository of structured organic reaction records. Task: describe an organic reaction: reactants, conditions, products, and yield Starting materials: O1COC2=C1C=CC(=C2)C2(CC2)C(=O)NC2=NC(=CC=C2)Br (1-(benzo[d][1,3]dioxol-5-yl)-N-(6-bromopyridin-2-yl)cyclopropanecarboxamide), CC1(C2=C(C(=CC=C2)P(C3=CC=CC=C3)C4=CC=CC=C4)OC5=C(C=CC=C51)P(C6=CC=CC=C6)C7=CC=CC=C7)C (XANTPHOS), (DPPF)2PdCl2, C(Cl)Cl (CH2Cl2), COC1=C(N)C=CC=C1 (2-methoxyaniline). The solvent is C(C)N(CC)CC (triethylamine), O1CCOCC1 (1,4-dioxane). Reaction conditions: temperature 150 celsius. Product: O1COC2=C1C=CC(=C2)C2(CC2)C(=O)NC2=NC(=CC=C2)NC2=C(C=CC=C2)OC (1-(benzo[d][1,3]dioxol-5-yl)-N-(6-(2-methoxyphenylamino)pyridin-2-yl)cyclopropanecarboxamide). As a reaction SMILES: [O:1]1[C:5]2[CH:6]=[CH:7][C:8]([C:10]3([C:13]([NH:15][C:16]4[CH:21]=[CH:20][CH:19]=[C:18](Br)[N:17]=4)=[O:14])[CH2:12][CH2:11]3)=[CH:9][C:4]=2[O:3][CH2:2]1.CC1(C)C2C(=C(P(C3C=CC=CC=3)C3C=CC=CC=3)C=CC=2)OC2C(P(C3C=CC=CC=3)C3C=CC=CC=3)=CC=CC1=2.C(Cl)Cl.[CH3:68][O:69][C:70]1[CH:76]=[CH:75][CH:74]=[CH:73][C:71]=1[NH2:72]>C(N(CC)CC)C.O1CCOCC1>[O:1]1[C:5]2[CH:6]=[CH:7][C:8]([C:10]3([C:13]([NH:15][C:16]4[CH:21]=[CH:20][CH:19]=[C:18]([NH:72][C:71]5[CH:73]=[CH:74][CH:75]=[CH:76][C:70]=5[O:69][CH3:68])[N:17]=4)=[O:14])[CH2:12][CH2:11]3)=[CH:9][C:4]=2[O:3][CH2:2]1. Reported procedure: To 1-(benzo[d][1,3]dioxol-5-yl)-N-(6-bromopyridin-2-yl)cyclopropanecarboxamide (72 mg, 0.2 mmol), XANTPHOS (7.00 mg, 0.008 mmol), KtBuO (31 mg, 0.28 mmol), (DPPF)2PdCl2.CH2Cl2 (33.00 mg, 0.24 mmol), and 2-methoxyaniline (30 mg, 0.24 mmol), 1,4-dioxane (0.400 mL) and triethylamine (0.200 mL) were added. The reaction mixture was heated to 150° C. in a microwave reactor for 10 minutes. The resulting material was cooled to room temperature. The solvent was evaporated under reduced pressure. The resu...